Dataset: the Open Reaction Database (ORD), a public repository of structured organic reaction records. Task: describe an organic reaction: reactants, conditions, products, and yield Starting materials: O (water), ClC1=CC=C(N=N1)C(=O)OC (methyl 6-chloropyridazine-3-carboxylate), C1(CC1)CO (cyclopropylmethanol), CC(C)([O-])C.[K+] (potassium tert-butoxide). Run in C1CCOC1 (THF). Reaction conditions: temperature 0 celsius. The product is C1(CC1)COC1=CC=C(N=N1)C(=O)OCC1CC1 (cyclopropylmethyl 6-(cyclopropylmethoxy)pyridazine-3-carboxylate). As a reaction SMILES: Cl[C:2]1[N:7]=[N:6][C:5]([C:8]([O:10][CH3:11])=[O:9])=[CH:4][CH:3]=1.[CH:12]1([CH2:15][OH:16])[CH2:14][CH2:13]1.[CH3:17][C:18]([CH3:21])([O-])C.[K+].O>C1COCC1>[CH:12]1([CH2:15][O:16][C:2]2[N:7]=[N:6][C:5]([C:8]([O:10][CH2:11][CH:21]3[CH2:18][CH2:17]3)=[O:9])=[CH:4][CH:3]=2)[CH2:14][CH2:13]1 |f:2.3|. Procedure: To a solution of methyl 6-chloropyridazine-3-carboxylate (1.24 g) and cyclopropylmethanol (1.16 mL) in THF (20 mL) was added potassium tert-butoxide (1.05 g) at −78° C., and the mixture was stirred at the same temperature, allowed to warm to 0° C., and stirred for 3 hr. To the reaction mixture was added water, and the mixture was extracted with ethyl acetate. The organic layer was washed with saturated brine, dried over anhydrous magnesium sulfate, and concentrated under reduced pressure. The ob... Starting materials: COC(=O)c1ccc(OCCNC(=O)OC(C)(C)C)cc1O, O=C([O-])[O-], C1CCOC1, CCOC(C)=O, ClCc1ccccc1, [K+], [K+], O. Yields the product COC(=O)c1ccc(OCCNC(=O)OC(C)(C)C)cc1OCc1ccccc1. Reaction SMILES: [C:1]([CH3:2])([CH3:3])([CH3:4])[O:5][C:6](=[O:7])[NH:8][CH2:9][CH2:10][O:11][c:12]1[cH:13][c:14]([OH:22])[c:15]([C:16](=[O:17])[O:18][CH3:19])[cH:20][cH:21]1.[C:31](=[O:32])([O-:33])[O-:34].[CH2:38]1[O:39][CH2:40][CH2:41][CH2:42]1.[CH3:43][CH2:44][O:45][C:46](=[O:47])[CH3:48].[Cl:23][CH2:24][c:25]1[cH:26][cH:27][cH:28][cH:29][cH:30]1.[K+:35].[K+:36].[OH2:37]>>[C:1]([CH3:2])([CH3:3])([CH3:4])[O:5][C:6](=[O:7])[NH:8][CH2:9][CH2:10][O:11][c:12]1[cH:13][c:14]([O:22][CH2:24][c:25]2[cH:26][cH:27][cH:28][cH:29][cH:30]2)[c:15]([C:16](=[O:17])[O:18][CH3:19])[cH:20][cH:21]1. Reactants: COC1=C(OC)C(=O)C(Cc2ccc(OC(C)=O)c(C(=O)Nc3ccc(S(=O)(=O)C(F)(F)F)cc3)c2)=C(C)C1=O, CO, [Na+], O, O=C([O-])O. Product: COC1=C(OC)C(=O)C(Cc2ccc(O)c(C(=O)Nc3ccc(S(=O)(=O)C(F)(F)F)cc3)c2)=C(C)C1=O. Reaction SMILES: [CH3:1][O:2][C:3]1=[C:8]([O:9][CH3:10])[C:7](=[O:11])[C:6]([CH2:12][c:13]2[cH:14][cH:15][c:16]([O:35][C:36](=[O:37])[CH3:38])[c:17]([C:18](=[O:19])[NH:20][c:21]3[cH:22][cH:23][c:24]([S:27](=[O:28])(=[O:29])[C:30]([F:31])([F:32])[F:33])[cH:25][cH:26]3)[cH:34]2)=[C:5]([CH3:39])[C:4]1=[O:40].[CH3:46][OH:47].[Na+:41].[OH2:48].[OH:42][C:43](=[O:44])[O-:45]>>[CH3:1][O:2][C:3]1=[C:8]([O:9][CH3:10])[C:7](=[O:11])[C:6]([CH2:12][c:13]2[cH:14][cH:15][c:16]([OH:35])[c:17]([C:18](=[O:19])[NH:20][c:21]3[cH:22][cH:23][c:24]([S:27](=[O:28])(=[O:29])[C:30]([F:31])([F:32])[F:33])[cH:25][cH:26]3)[cH:34]2)=[C:5]([CH3:39])[C:4]1=[O:40]. Starting materials: C(C)OC(CCCOC1=C(C(=CC=C1)CCCCCCOC1=CC(=CC(=C1)O)Br)CCC(=O)OCC)=O (4-[3-[6-(3-bromo-5-hydroxy-phenoxy)-hexyl]-2-(2-ethoxycarbonyl-ethyl)-phenoxy]-butyric acid ethyl ester), ICC1CCCC1 (iodomethylcyclopentane), C([O-])([O-])=O.[K+].[K+] (potassium carbonate). Yields the product C(C)OC(CCCOC1=C(C(=CC=C1)CCCCCCOC1=CC(=CC(=C1)OCC1CCCC1)Br)CCC(=O)OCC)=O (4-[3-[6-(3-bromo-5-cyclopentylmethoxy-phenoxy)-hexyl]-2-(2-ethoxycarbonyl-ethyl)-phenoxy]-butyric acid ethyl ester). Isolated yield 71458.6%. Reaction SMILES: [CH2:1]([O:3][C:4](=[O:37])[CH2:5][CH2:6][CH2:7][O:8][C:9]1[CH:14]=[CH:13][CH:12]=[C:11]([CH2:15][CH2:16][CH2:17][CH2:18][CH2:19][CH2:20][O:21][C:22]2[CH:27]=[C:26]([OH:28])[CH:25]=[C:24]([Br:29])[CH:23]=2)[C:10]=1[CH2:30][CH2:31][C:32]([O:34][CH2:35][CH3:36])=[O:33])[CH3:2].I[CH2:39][CH:40]1[CH2:44][CH2:43][CH2:42][CH2:41]1.C(=O)([O-])[O-].[K+].[K+]>>[CH2:1]([O:3][C:4](=[O:37])[CH2:5][CH2:6][CH2:7][O:8][C:9]1[CH:14]=[CH:13][CH:12]=[C:11]([CH2:15][CH2:16][CH2:17][CH2:18][CH2:19][CH2:20][O:21][C:22]2[CH:27]=[C:26]([O:28][CH2:39][CH:40]3[CH2:44][CH2:43][CH2:42][CH2:41]3)[CH:25]=[C:24]([Br:29])[CH:23]=2)[C:10]=1[CH2:30][CH2:31][C:32]([O:34][CH2:35][CH3:36])=[O:33])[CH3:2] |f:2.3.4|. Procedure details: A similar procedure as described in Example 43, step 3 was used, starting from 4-[3-[6-(3-bromo-5-hydroxy-phenoxy)-hexyl]-2-(2-ethoxycarbonyl-ethyl)-phenoxy]-butyric acid ethyl ester (600 mg, 1.03 mmol), iodomethylcyclopentane (260 mg, 1.24 mmol), and potassium carbonate (356 mg, 2.57 mmol) to afford 4-[3-[6-(3-bromo-5-cyclopentylmethoxy-phenoxy)-hexyl]-2-(2-ethoxycarbonyl-ethyl)-phenoxy]-butyric acid ethyl ester (487 g, 73%) as a colorless viscous oil: EI(+)-LRMS m/e calcd for C35H49BrO7 (M+H)+... Reactants: CCN=C=NCCCN(C)C, Cc1c(C)c2c(c(C)c1N)C(c1ccccc1)C(C)(C)O2, O=C1OC(=O)c2cc(Cl)c(Cl)cc21, [Na+], C1CCOC1, [OH-], O, On1nnc2ccccc21. Yields the product Cc1c(C)c(N2C(=O)c3cc(Cl)c(Cl)cc3C2=O)c(C)c2c1OC(C)(C)C2c1ccccc1. Reaction SMILES: [CH2:35]([N:36]=[C:37]=[N:38][CH2:39][CH2:40][CH2:41][N:42]([CH3:43])[CH3:44])[CH3:45].[CH3:1][C:2]1([CH3:21])[O:3][c:4]2[c:5]([c:13]([CH3:20])[c:14]([NH2:19])[c:15]([CH3:18])[c:16]2[CH3:17])[CH:6]1[c:7]1[cH:8][cH:9][cH:10][cH:11][cH:12]1.[Cl:22][c:23]1[cH:24][c:25]2[c:26]([cH:32][c:33]1[Cl:34])[C:27](=[O:28])[O:29][C:30]2=[O:31].[Na+:57].[O:58]1[CH2:59][CH2:60][CH2:61][CH2:62]1.[OH-:56].[OH2:63].[OH:46][n:47]1[c:48]2[cH:49][cH:50][cH:51][cH:52][c:53]2[n:54][n:55]1>>[CH3:1][C:2]1([CH3:21])[O:3][c:4]2[c:5]([c:13]([CH3:20])[c:14]([N:19]3[C:27](=[O:28])[c:26]4[c:25]([cH:24][c:23]([Cl:22])[c:33]([Cl:34])[cH:32]4)[C:30]3=[O:29])[c:15]([CH3:18])[c:16]2[CH3:17])[CH:6]1[c:7]1[cH:8][cH:9][cH:10][cH:11][cH:12]1. The yield is 58.0%. Procedure details: To a solution of 6.5 g (0.05 mole) of 3-chloro-6-methylpyridazine and 7.0 g (0.06 mole) of phenylacetonitrile in 50 ml of dry benzene was gradually added 4.0 g of pulverized sodium amide. The mixture was then slowly heated to 80° to 90° C. and maintained at this temperature for one hour. The reaction mixture was thereafter treated in the same manner as in the preparation of 2-phenyl-2-(3-pyridazinyl)-acetonitrile (see Example 1). The resulting product was recrystallized from a mixture of ethanol... Run in C1=CC=CC=C1 (benzene). Reaction SMILES: ClC1[N:3]=[N:4]C(C)=CC=1.[C:9]1([CH2:15][C:16]#[N:17])C=[CH:13][CH:12]=[CH:11][CH:10]=1.[NH2-].[Na+].C1(C(C2N=NC=CC=2)C#N)C=CC=CC=1>C1C=CC=CC=1>[CH3:13][C:12]1[N:4]=[N:3][C:9]([CH2:15][C:16]#[N:17])=[CH:10][CH:11]=1 |f:2.3|. The product is CC1=CC=C(N=N1)CC#N (6-methyl-3-pyridazinyl acetonitrile), 2-phenyl. Reactants: [NH2-].[Na+] (sodium amide), C1(=CC=CC=C1)C(C#N)C=1N=NC=CC1 (2-phenyl-2-(3-pyridazinyl)-acetonitrile), ClC=1N=NC(=CC1)C (3-chloro-6-methylpyridazine), C1(=CC=CC=C1)CC#N (phenylacetonitrile). The reactants are COC1=C(C=CC=C1)CCCCCCCOC1=CC=CC=C1 (1-(2-Methoxyphenyl)-7-phenoxy-heptane), B(Br)(Br)Br (BBr3). The solvent is C(Cl)Cl (CH2Cl2). The product is BrCCCCCCCC1=C(C=CC=C1)O (7-Bromo-1-(2-hydroxy-phenyl)-heptane). As a reaction SMILES: C[O:2][C:3]1[CH:8]=[CH:7][CH:6]=[CH:5][C:4]=1[CH2:9][CH2:10][CH2:11][CH2:12][CH2:13][CH2:14][CH2:15]OC1C=CC=CC=1.B(Br)(Br)[Br:24]>C(Cl)Cl>[Br:24][CH2:15][CH2:14][CH2:13][CH2:12][CH2:11][CH2:10][CH2:9][C:4]1[CH:5]=[CH:6][CH:7]=[CH:8][C:3]=1[OH:2]. Reported procedure: 7-Bromo-1-(2-hydroxy-phenyl)-heptane (9.3) was synthesized as in 9.1 using 8.3 (0.30 g, 1.01 mmol) in anhydrous CH2Cl2 (10 mL), and BBr3 (1M solution in CH2Cl2, 2.2 mL, 2.2 mmol). The title compound (9.3) was isolated as a viscous liquid after purification by flash column chromatography (0.247 g, 90% yield).